Dataset: the Open Reaction Database (ORD), a public repository of structured organic reaction records. Task: describe an organic reaction: reactants, conditions, products, and yield The reactants are CN(C)c1ccncc1, C(=NC1CCCCC1)=NC1CCCCC1, ClCCl, Cc1ccc(S(=O)(=O)N2CCSCC2C(=O)O)cc1, OCc1ccc(-c2ccccc2)cc1. Product: Cc1ccc(S(=O)(=O)N2CCSCC2C(=O)OCc2ccc(-c3ccccc3)cc2)cc1. RXN SMILES: [CH3:49][N:50]([c:51]1[cH:52][cH:53][n:54][cH:55][cH:56]1)[CH3:57].[CH:34]1([N:35]=[C:36]=[N:37][CH:38]2[CH2:39][CH2:40][CH2:41][CH2:42][CH2:43]2)[CH2:44][CH2:45][CH2:46][CH2:47][CH2:48]1.[Cl:58][CH2:59][Cl:60].[c:1]1([CH3:19])[cH:2][cH:3][c:4]([S:7](=[O:8])(=[O:9])[N:10]2[CH:11]([C:16](=[O:17])[OH:18])[CH2:12][S:13][CH2:14][CH2:15]2)[cH:5][cH:6]1.[c:20]1(-[c:26]2[cH:27][cH:28][c:29]([CH2:30][OH:31])[cH:32][cH:33]2)[cH:21][cH:22][cH:23][cH:24][cH:25]1>>[c:1]1([CH3:19])[cH:2][cH:3][c:4]([S:7](=[O:8])(=[O:9])[N:10]2[CH:11]([C:16]([O:17][CH2:30][c:29]3[cH:28][cH:27][c:26](-[c:20]4[cH:21][cH:22][cH:23][cH:24][cH:25]4)[cH:33][cH:32]3)=[O:18])[CH2:12][S:13][CH2:14][CH2:15]2)[cH:5][cH:6]1. The reactants are C(C1=CC=CC=C1)NC1C(CC(CC1)CO)C ((4-Benzylamino-3-methyl-cyclohexyl)-methanol), S(=O)(=O)(C1=CC=C(C)C=C1)Cl (TsCl). Solvent: C(Cl)Cl (DCM), N1=CC=CC=C1 (pyridine). Run at time 8 hour. Yields the product C(C1=CC=CC=C1)NC1C(CC(CC1)COS(=O)(=O)C1=CC=C(C=C1)C)C (Toluene-4-sulfonic acid 4-benzylamino-3-methyl-cyclohexylmethyl ester). Reaction SMILES: [CH2:1]([NH:8][CH:9]1[CH2:14][CH2:13][CH:12]([CH2:15][OH:16])[CH2:11][CH:10]1[CH3:17])[C:2]1[CH:7]=[CH:6][CH:5]=[CH:4][CH:3]=1.[S:18](Cl)([C:21]1[CH:27]=[CH:26][C:24]([CH3:25])=[CH:23][CH:22]=1)(=[O:20])=[O:19]>C(Cl)Cl.N1C=CC=CC=1>[CH2:1]([NH:8][CH:9]1[CH2:14][CH2:13][CH:12]([CH2:15][O:16][S:18]([C:21]2[CH:27]=[CH:26][C:24]([CH3:25])=[CH:23][CH:22]=2)(=[O:20])=[O:19])[CH2:11][CH:10]1[CH3:17])[C:2]1[CH:7]=[CH:6][CH:5]=[CH:4][CH:3]=1. Procedure: (4-Benzylamino-3-methyl-cyclohexyl)-methanol (0.1 g, 3.00 mmol) in DCM (30 mL) and pyridine (3 mL) is treated with TsCl (0.86 g, 4.50 mmol) and the resulting mixture is stirred at RT overnight. The reaction mixture is partitioned between DCM and water and the organic portion is separated, dried (MgSO4) and concentrated in vacuo. Purification by chromatography on silica eluting with iso-hexane:EtOAc (1:2 increasing to 1:4) affords the title compound. 1H NMR (400 MHz, DMSO-d6) δ 7.78 (2H, d), 7.50...